From a dataset of the Open Reaction Database (ORD), a public repository of structured organic reaction records. describe an organic reaction: reactants, conditions, products, and yield The reactants are CC(C)(C)c1ccc(O)c(C(C)(C)C)c1, C1N2CN3CN1CN(C2)C3, CC(=O)O, O=S(=O)(O)O. The product is CC(C)(C)c1cc(C=O)c(O)c(C(C)(C)C)c1. As a reaction SMILES: [C:1]([CH3:2])([CH3:3])([CH3:4])[c:5]1[c:6]([OH:15])[cH:7][cH:8][c:9]([C:11]([CH3:12])([CH3:13])[CH3:14])[cH:10]1.[CH2:16]1[N:17]2[CH2:18][N:19]3[CH2:20][N:21]([CH2:22]2)[CH2:23][N:24]1[CH2:25]3.[CH3:31][C:32]([OH:33])=[O:34].[S:26](=[O:27])(=[O:28])([OH:29])[OH:30]>>[C:1]([CH3:2])([CH3:3])([CH3:4])[c:5]1[c:6]([OH:15])[c:7]([CH:32]=[O:33])[cH:8][c:9]([C:11]([CH3:12])([CH3:13])[CH3:14])[cH:10]1. Starting materials: CS(C)=O, FC(F)(F)c1cccc(-c2cc(Cl)cnn2)c1, Cl, [Na+], [OH-]. The product is Oc1cnnc(-c2cccc(C(F)(F)F)c2)c1. RXN SMILES: [CH3:21][S:22]([CH3:23])=[O:24].[Cl:1][c:2]1[cH:3][c:4](-[c:8]2[cH:9][c:10]([C:14]([F:15])([F:16])[F:17])[cH:11][cH:12][cH:13]2)[n:5][n:6][cH:7]1.[ClH:20].[Na+:19].[OH-:18]>>[c:2]1([OH:18])[cH:3][c:4](-[c:8]2[cH:9][c:10]([C:14]([F:15])([F:16])[F:17])[cH:11][cH:12][cH:13]2)[n:5][n:6][cH:7]1. Reported procedure: In a 21-4-necked glass reaction flask, supplied with dispersion wheel (circumference of 8 cm), reflux cooler, nitrogen supply pipe, thermometer and dosage device, 91.9 gr. of styrene =0.88 moles (purity >99%, stabilized with 0.005% 4-tert-butylcatechol), 79.2 gr of maleic acid anhydride =0.808 moles (purity >99%) and 215.2 gr. distilled stearyl amine =0.8 mole (Arneen 18 D , the Akzo Nobel company) are heated while stirring to a temperature of 85° C., until a clear solution of the reaction produ... Yields the product C(CCCCCCCCCCCCCCCCC)NC(\C=C/C(=O)O)=O (maleic acid monostearyl amide). The solvent is C=CC1=CC=CC=C1 (styrene), C=CC1=CC=CC=C1 (styrene). Reaction SMILES: C(C1C=C(O)C(=CC=1)O)(C)(C)C.[C:13]1(=[O:19])[O:18][C:16](=[O:17])[CH:15]=[CH:14]1.[CH2:20]([NH2:38])[CH2:21][CH2:22][CH2:23][CH2:24][CH2:25][CH2:26][CH2:27][CH2:28][CH2:29][CH2:30][CH2:31][CH2:32][CH2:33][CH2:34][CH2:35][CH2:36][CH3:37]>C=CC1C=CC=CC=1>[CH2:20]([NH:38][C:13](=[O:19])/[CH:14]=[CH:15]\[C:16]([OH:18])=[O:17])[CH2:21][CH2:22][CH2:23][CH2:24][CH2:25][CH2:26][CH2:27][CH2:28][CH2:29][CH2:30][CH2:31][CH2:32][CH2:33][CH2:34][CH2:35][CH2:36][CH3:37]. Conditions: temperature 85 celsius. Starting materials: C(C)(C)(C)C=1C=C(C(O)=CC1)O (4-tert-butylcatechol), C1(\C=C/C(=O)O1)=O (maleic acid anhydride), C(CCCCCCCCCCCCCCCCC)N (stearyl amine).